This data is from the Open Reaction Database (ORD), a public repository of structured organic reaction records. The task is: describe an organic reaction: reactants, conditions, products, and yield The reactants are ClC1=NC(=CC(=N1)N1[C@@H](COCC1)C)C1(CC1)S(=O)(=N)C ((3R)-4-(2-chloro-6-(1-(S-methylsulfonimidoyl)cyclopropyl)pyrimidin-4-yl)-3-methylmorpholine), C([O-])([O-])=O.[Na+].[Na+] (sodium carbonate), BrC1=C2C(=CN=C1)N(C=C2)C(=O)OC(C)(C)C (tert-butyl 4-bromo-1H-pyrrolo[2,3-c]pyridine-1-carboxylate), C(C)(=O)[O-].[K+] (potassium acetate), B1(OC(C(O1)(C)C)(C)C)B2OC(C(O2)(C)C)(C)C (bis(pinacolato)diboron). The reagents and catalysts are Cl[Pd]([P](C1=CC=CC=C1)(C2=CC=CC=C2)C3=CC=CC=C3)([P](C4=CC=CC=C4)(C5=CC=CC=C5)C6=CC=CC=C6)Cl (dichlorobis(triphenylphosphine)palladium(II)), C1=CC=C(C=C1)P([C-]2C=CC=C2)C3=CC=CC=C3.C1=CC=C(C=C1)P([C-]2C=CC=C2)C3=CC=CC=C3.Cl[Pd]Cl.[Fe+2] (1,1′-Bis(diphenylphosphino)ferrocenedichloropalladium(II)). Run in O1CCOCC1 (dioxane). The product is C[C@@H]1COCCN1C1=NC(=NC(=C1)C1(CC1)S(=O)(=N)C)C1=C2C(=CN=C1)N(C=C2)C(=O)OC(C)(C)C (tert-butyl 4-(4-((R)-3-methylmorpholino)-6-(1-(S-methylsulfonimidoyl)cyclopropyl)pyrimidin-2-yl)-1H-pyrrolo[2,3-c]pyridine-1-carboxylate). The yield is 46.1%. Reaction SMILES: Br[C:2]1[CH:7]=[N:6][CH:5]=[C:4]2[N:8]([C:11]([O:13][C:14]([CH3:17])([CH3:16])[CH3:15])=[O:12])[CH:9]=[CH:10][C:3]=12.C([O-])(=O)C.[K+].B1(B2OC(C)(C)C(C)(C)O2)OC(C)(C)C(C)(C)O1.Cl[C:42]1[N:47]=[C:46]([N:48]2[CH2:53][CH2:52][O:51][CH2:50][C@H:49]2[CH3:54])[CH:45]=[C:44]([C:55]2([S:58]([CH3:61])(=[NH:60])=[O:59])[CH2:57][CH2:56]2)[N:43]=1.C(=O)([O-])[O-].[Na+].[Na+]>O1CCOCC1.C1C=CC(P(C2C=CC=CC=2)[C-]2C=CC=C2)=CC=1.C1C=CC(P(C2C=CC=CC=2)[C-]2C=CC=C2)=CC=1.Cl[Pd]Cl.[Fe+2].Cl[Pd](Cl)([P](C1C=CC=CC=1)(C1C=CC=CC=1)C1C=CC=CC=1)[P](C1C=CC=CC=1)(C1C=CC=CC=1)C1C=CC=CC=1>[CH3:54][C@H:49]1[N:48]([C:46]2[CH:45]=[C:44]([C:55]3([S:58]([CH3:61])(=[NH:60])=[O:59])[CH2:57][CH2:56]3)[N:43]=[C:42]([C:2]3[CH:7]=[N:6][CH:5]=[C:4]4[N:8]([C:11]([O:13][C:14]([CH3:17])([CH3:16])[CH3:15])=[O:12])[CH:9]=[CH:10][C:3]=34)[N:47]=2)[CH2:53][CH2:52][O:51][CH2:50]1 |f:1.2,5.6.7,9.10.11.12,^1:116,135|. Procedure: 1,1′-Bis(diphenylphosphino)ferrocenedichloropalladium(II) (0.906 g, 1.25 mmol) was added to tert-butyl 4-bromo-1H-pyrrolo[2,3-c]pyridine-1-carboxylate (1.24 g, 4.17 mmol), potassium acetate (2.87 g, 29.21 mmol) and bis(pinacolato)diboron (4.73 g, 18.63 mmol) in dioxane (100 ml) under nitrogen. The resulting solution was stirred at reflux for 3 days to afford an approximate 2:1 mixture of boc to de-boc product. To this mixture was added dichlorobis(triphenylphosphine)palladium(II) (0.017 g, 0.02 ...